Dataset: the Open Reaction Database (ORD), a public repository of structured organic reaction records. Task: describe an organic reaction: reactants, conditions, products, and yield The reactants are C(C=CC)C1C(C2=CC(=CC=C2C1(CC)CC)OC)=O ((RS)-2-(2-buten-1-yl)-6-methoxy-3,3-diethyl-1-indanone), CO (methanol), O=[O+][O-] (ozone), O=[O+][O-] (ozone). Run in ClCCl (dichloromethane). Conditions: time 25 minute. Yields the product O=CCC1C(C2=CC(=CC=C2C1(CC)CC)OC)=O ((RS)-2-(2-oxoethyl)-6-methoxy-3,3-diethyl-1-indanone). Yield: 99.0%. Reaction SMILES: O=[O+][O-].[CH2:4]([CH:8]1[C:16]([CH2:19][CH3:20])([CH2:17][CH3:18])[C:15]2[C:10](=[CH:11][C:12]([O:21][CH3:22])=[CH:13][CH:14]=2)[C:9]1=[O:23])C=CC.[CH3:24][OH:25]>ClCCl>[O:25]=[CH:24][CH2:4][CH:8]1[C:16]([CH2:17][CH3:18])([CH2:19][CH3:20])[C:15]2[C:10](=[CH:11][C:12]([O:21][CH3:22])=[CH:13][CH:14]=2)[C:9]1=[O:23]. Reported procedure: An ozone stream (2 g ozone/hour) was conducted for 25 minutes while stirring through a solution, cooled to -70°, of 4.1 g of (RS)-2-(2-buten-1-yl)-6-methoxy-3,3-diethyl-1-indanone in 60 ml of anhydrous dichloromethane and 15 ml of anhydrous methanol. Subsequently, the mixture was flushed with oxygen for 5 minutes and with argon for 10 minutes. After the addition of 1.66 ml of dimethyl sulfide, the mixture was stirred at room temperature for 22 hours. The reaction mixture was evaporated in a vacu... Starting materials: N[C@@H](CCC(N)=O)C(=O)O (L-glutamine), amino acids, C([O-])(O)=O.[Na+] (sodium bicarbonate), C(C(=O)C)(=O)[O-].[Na+] (sodium pyruvate), CCN(CC)CCOC(=O)C1=CC=C(C=C1)N.CC1([C@@H](N2[C@H](S1)[C@@H](C2=O)NC(=O)CC3=CC=CC=C3)C(=O)O)C.O (penicillin 100), C[C@H]1[C@@]([C@H]([C@@H](O1)O[C@@H]2[C@H]([C@@H]([C@H]([C@@H]([C@H]2O)O)NC(=N)N)O)NC(=N)N)O[C@H]3[C@H]([C@@H]([C@H]([C@@H](O3)CO)O)O)NC)(C=O)O (streptomycin), N[C@@H](CCC(N)=O)C(=O)O (L-glutamine), C[C@H]1[C@@]([C@H]([C@@H](O1)O[C@@H]2[C@H]([C@@H]([C@H]([C@@H]([C@H]2O)O)NC(=N)N)O)NC(=N)N)O[C@H]3[C@H]([C@@H]([C@H]([C@@H](O3)CO)O)O)NC)(C=O)O (Streptomycin), CCN(CC)CCOC(=O)C1=CC=C(C=C1)N.CC1([C@@H](N2[C@H](S1)[C@@H](C2=O)NC(=O)CC3=CC=CC=C3)C(=O)O)C.O (Penicillin 100), C([O-])(O)=O.[Na+] (sodium bicarbonate). Product: Ficoll Hypaque, C(CN(CC(=O)O)CC(=O)O)N(CC(=O)O)CC(=O)O (EDTA). As a reaction SMILES: [NH2:1][C@H:2]([C:8]([OH:10])=[O:9])CCC(=O)N.[C:11](=[O:14])([OH:13])[O-].[Na+].[C:16]([O-:21])(=[O:20])[C:17](C)=O.[Na+].CCN(CCOC(C1C=CC(N)=CC=1)=O)CC.CC1(C)S[C@@H:44]2[C@H:46](NC(CC3C=CC=CC=3)=O)[C:47](=O)[N:43]2[C@H:42]1[C:59]([OH:61])=[O:60].O.C[C@@H]1O[C@@H](O[C@H]2[C@H](O)[C@@H](O)[C@H](NC(N)=N)[C@@H](O)[C@@H]2NC(N)=N)[C@H](O[C@@H]2O[C@@H](CO)[C@H](O)[C@@H](O)[C@@H]2NC)[C@@]1(O)C=O>>[CH2:46]([N:1]([CH2:2][C:8]([OH:10])=[O:9])[CH2:17][C:16]([OH:21])=[O:20])[CH2:44][N:43]([CH2:47][C:11]([OH:13])=[O:14])[CH2:42][C:59]([OH:61])=[O:60] |f:1.2,3.4,5.6.7|. Procedure: 293 cells (human transformed embryonic kidney cell line; ATCC cat#: CRL-1573) were cultivated in DMEM containing 2 mM L-glutamine, 0.1 mM non-essential amino acids, 1.5 g/l sodium bicarbonate, 1 mM sodium pyruvate, 10% FBS, penicillin 100 U/mL and streptomycin 100 microg/mL. A549 (Human lung carcinoma cell lines; ATCC) were cultivated in Ham's F12 media containing 2 mM L-glutamine; 1.5 g/L sodium bicarbonate; 10% FBS, Penicillin 100 U/mL, Streptomycin 100 microg/mL. Human peripheral blood mononu...